Dataset: the Open Reaction Database (ORD), a public repository of structured organic reaction records. Task: describe an organic reaction: reactants, conditions, products, and yield As a reaction SMILES: Cl[C:2]1[CH:3]=[C:4]([CH3:20])[C:5]2[NH:6][C:7](=[O:19])[C:8]3[CH:18]=[CH:17][CH:16]=[N:15][C:9]=3[N:10]([CH2:13][CH3:14])[C:11]=2[N:12]=1.[NH2:21][CH2:22][CH2:23][N:24]1[CH2:28][CH2:27][NH:26][C:25]1=[O:29]>>[CH2:13]([N:10]1[C:9]2[N:15]=[CH:16][CH:17]=[CH:18][C:8]=2[C:7](=[O:19])[NH:6][C:5]2[C:4]([CH3:20])=[CH:3][C:2]([NH:21][CH2:22][CH2:23][N:24]3[CH:28]=[CH:27][NH:26][C:25]3=[O:29])=[N:12][C:11]1=2)[CH3:14]. Procedure details: The title compound, m.p.>300° C., was synthesized from 2-chloro-5,11-dihydro-11-ethyl-4-methyl-6H-dipyrido[3,2-b:2',3'-e][1,4]diazepin-6-one and 1-(2-aminoethyl)-2-imidazolidone using procedures analogous to those described above, except that the mixture was heated in a pressure bottle at 250° C. for 30 min., and the product was crystallized from acetic acid. The reactants are ClC=1C=C(C=2NC(C3=C(N(C2N1)CC)N=CC=C3)=O)C (2-chloro-5,11-dihydro-11-ethyl-4-methyl-6H-dipyrido[3,2-b:2',3'-e][1,4]diazepin-6-one), NCCN1C(NCC1)=O (1-(2-aminoethyl)-2-imidazolidone). Yields the product C(C)N1C2=C(NC(C3=C1N=CC=C3)=O)C(=CC(=N2)NCCN2C(NC=C2)=O)C (5,11-Dihydro-11-ethyl-2-(2-imidazolon-1-yl)ethylamino-4-methyl-6H-dipyrido[3,2-b:2',3'-e][1,4]diazepin-6-one). Starting materials: C(CCCCCCC\C=C/CCCCCCCC)(=O)OCC (ethyl oleate), C(CCCC)O (pentanol). Reagents/catalysts: Catalyst A. Run in CCOCC (ether). Conditions: time 40 hour. Yields the product C(CCCCCCC\C=C/CCCCCCCC)(=O)OCCCCC (pentyl oleate). The yield is 91.0%. Reaction SMILES: [C:1]([O:20][CH2:21][CH3:22])(=[O:19])[CH2:2][CH2:3][CH2:4][CH2:5][CH2:6][CH2:7][CH2:8]/[CH:9]=[CH:10]\[CH2:11][CH2:12][CH2:13][CH2:14][CH2:15][CH2:16][CH2:17][CH3:18].[CH2:23](O)[CH2:24][CH2:25]CC>CCOCC>[C:1]([O:20][CH2:21][CH2:22][CH2:23][CH2:24][CH3:25])(=[O:19])[CH2:2][CH2:3][CH2:4][CH2:5][CH2:6][CH2:7][CH2:8]/[CH:9]=[CH:10]\[CH2:11][CH2:12][CH2:13][CH2:14][CH2:15][CH2:16][CH2:17][CH3:18]. Reported procedure: A mixture containing Catalyst A or B (0.05 g) and ethyl oleate (1.55 g, 5 mmol) and pentanol (10 ml) was refluxed with stirring for 40 h. On cooling ether (30 ml) was added and the catalyst was filtered off. The organic washings were combined and concentrated to give pentyl oleate as an oil (1.6 g, 91% yield). The reactants are CC(=O)C1=CC(=CC=C1)C(F)(F)F (3-(trifluoromethyl)acetophenone), N1CCCC1 (pyrrolidine), CC1=NC(=C(C(=N1)Cl)[N+](=O)[O-])Cl (2-methyl-4,6-dichloro-5-nitropyrimidine), C(C)(C)N(C(C)C)CC (N,N-diisopropylethylamine), N1CCCCC1 (piperidine), Cl[Sn]Cl (SnCl2), FC(C=1C=C(C=CC1)C(=C)N1CCCC1)(F)F ([1-(3-(trifluoromethyl)phenyl)vinyl]pyrrolidine). The reagents and catalysts are Cl[Ti](Cl)(Cl)Cl (TiCl4). Run in CN(C)C=O (DMF), CCN(CC)CC (NEt3). The product is CC1NCCC(C1)C1=NC=C2C(N1)=CC(=N2)C2=CC(=CC=C2)C(F)(F)F (2-methyl-4-piperidyl-6-[3-(trifluoromethyl)phenyl]pyrrolo[3,2-d]pyrimidine). The yield is 17.0%. RXN SMILES: [F:1][C:2]([F:17])([F:16])[C:3]1[CH:4]=[C:5]([C:9]([N:11]2[CH2:15][CH2:14]CC2)=[CH2:10])[CH:6]=[CH:7][CH:8]=1.CC(C1C=CC=C(C(F)(F)F)C=1)=O.N1CCCC1.[CH3:36][C:37]1[N:42]=C(Cl)C([N+]([O-])=O)=[C:39](Cl)[N:38]=1.C([N:51]([CH2:55][CH3:56])[CH:52]([CH3:54])[CH3:53])(C)C.N1CCCCC1.Cl[Sn]Cl>CN(C=O)C.Cl[Ti](Cl)(Cl)Cl.CCN(CC)CC>[CH3:54][CH:52]1[CH2:53][CH:36]([C:37]2[NH:42][C:14]3=[CH:10][C:9]([C:5]4[CH:6]=[CH:7][CH:8]=[C:3]([C:2]([F:1])([F:16])[F:17])[CH:4]=4)=[N:11][C:15]3=[CH:39][N:38]=2)[CH2:56][CH2:55][NH:51]1. Reported procedure: Using the method described in Example 30 by employing [1-(3-(trifluoromethyl)phenyl)vinyl]pyrrolidine (freshly prepared before use from 3-(trifluoromethyl)acetophenone (Aldrich Chemical Company), pyrrolidine and TiCl4 (1.97 g, 8.17 mmol), 2-methyl-4,6-dichloro-5-nitropyrimidine (Example 76(b)) (1.70 g, 8.17 mmol), N,N-diisopropylethylamine (1.4 mL, 8.17 mmol), piperidine (1.3 mL, 13.1 mmol), NEt3 (1.3 mL) and SnCl2 (25 mL of a 2 M soln in DMF). The residue was purified by flash chromatography on...